This data is from the Open Reaction Database (ORD), a public repository of structured organic reaction records. The task is: describe an organic reaction: reactants, conditions, products, and yield Yield: 53.7%. Reaction conditions: temperature 50 celsius, time 2 hour. The reactants are C(C)C1=CC2=C(NC(N(C2=O)CC(=O)OC)=O)S1 (methyl (6-ethyl-2,4-dioxo-1,4-dihydrothieno[2,3-d]pyrimidin-3(2H)-yl)acetate), BrCC1=CC=C(C=C1)C=1C(=CC=CC1)C#N (4′-(bromomethyl)biphenyl-2-carbonitrile), C([O-])([O-])=O.[K+].[K+] (potassium carbonate). The product is C(#N)C1=C(C=CC=C1)C1=CC=C(C=C1)CN1C(N(C(C2=C1SC(=C2)CC)=O)CC(=O)OC)=O (methyl [1-[(2′-cyanobiphenyl-4-yl)methyl]-6-ethyl-2,4-dioxo-1,4-dihydrothieno[2,3-d]pyrimidin-3(2H)-yl]acetate). Run in C(C)#N (acetonitrile). RXN SMILES: [CH2:1]([C:3]1[S:18][C:6]2[NH:7][C:8](=[O:17])[N:9]([CH2:12][C:13]([O:15][CH3:16])=[O:14])[C:10](=[O:11])[C:5]=2[CH:4]=1)[CH3:2].Br[CH2:20][C:21]1[CH:26]=[CH:25][C:24]([C:27]2[C:28]([C:33]#[N:34])=[CH:29][CH:30]=[CH:31][CH:32]=2)=[CH:23][CH:22]=1.C(=O)([O-])[O-].[K+].[K+]>C(#N)C>[C:33]([C:28]1[CH:29]=[CH:30][CH:31]=[CH:32][C:27]=1[C:24]1[CH:23]=[CH:22][C:21]([CH2:20][N:7]2[C:6]3[S:18][C:3]([CH2:1][CH3:2])=[CH:4][C:5]=3[C:10](=[O:11])[N:9]([CH2:12][C:13]([O:15][CH3:16])=[O:14])[C:8]2=[O:17])=[CH:26][CH:25]=1)#[N:34] |f:2.3.4|. Reported procedure: A mixture of methyl (6-ethyl-2,4-dioxo-1,4-dihydrothieno[2,3-d]pyrimidin-3(2H)-yl)acetate (3.7 g), 4′-(bromomethyl)biphenyl-2-carbonitrile (4.3 g), potassium carbonate (3.6 g) and acetonitrile (200 mL) was stirred at 50° C. for 2 hr. Insoluble material was filtered off, and the solvent was evaporated under reduced pressure. The precipitated solid was collected by filtration, washed with water and diethyl ether, and dried under reduced pressure to give the title compound as a colorless solid (3.4... Yield: 94.8%. Reactants: O (Water), NCCNS(=O)(=O)C=1SC(=CC1)Br (N-(2-aminoethyl)-5-bromothiophene-2-sulfonamide), CCN(C(C)C)C(C)C (DIPEA), C(C(C)(C)C)(=O)Cl (pivaloyl chloride). Reaction SMILES: [NH2:1][CH2:2][CH2:3][NH:4][S:5]([C:8]1[S:9][C:10]([Br:13])=[CH:11][CH:12]=1)(=[O:7])=[O:6].CCN(C(C)C)C(C)C.[C:23](Cl)(=[O:28])[C:24]([CH3:27])([CH3:26])[CH3:25].O>C(Cl)Cl>[Br:13][C:10]1[S:9][C:8]([S:5]([NH:4][CH2:3][CH2:2][NH:1][C:23](=[O:28])[C:24]([CH3:27])([CH3:26])[CH3:25])(=[O:6])=[O:7])=[CH:12][CH:11]=1. Reaction conditions: temperature 0 celsius. Yields the product BrC1=CC=C(S1)S(=O)(=O)NCCNC(C(C)(C)C)=O (N-(2-(5-bromothiophene-2-sulfonamido)ethyl)pivalamide). Procedure details: A mixture of N-(2-aminoethyl)-5-bromothiophene-2-sulfonamide (2.5 g, 8.77 mmol, 1.0 eq) and DIPEA (3.4 g, 26.3 mmol, 3.0 eq) in CH2Cl2 (100 mL) was stirred at 0° C., pivaloyl chloride (2.1 g, 17.5 mmol, 2 equiv.) was added drop-wise. Then, the mixture was stirred at 0° C. for 0.5 h. Water was added and the reaction was extracted with EA (3×80 ml). The combined organic layers were dried (Na2SO4), filtered, evaporated and purified by silica gel chromatography (PE/EA=10:1 as eluant) to afford N-(2-... Run in C(Cl)Cl (CH2Cl2). The reactants are 150, [OH-].[NH4+] (ammonium hydroxide), C(=O)(OCC)C1=C(N=C(O1)C1=CC=CC=C1)C (5-carbethoxy-2-phenyl-4-methyloxazole). The solvent is C(C)O (ethanol). Reaction conditions: time 3 day. The product is C(N)(=O)C1=C(N=C(O1)C1=CC=CC=C1)C (5-Carbamoyl-4-methyl-2-phenyloxazole). As a reaction SMILES: [OH-].[NH4+:2].[C:3]([C:8]1[O:12][C:11]([C:13]2[CH:18]=[CH:17][CH:16]=[CH:15][CH:14]=2)=[N:10][C:9]=1[CH3:19])(OCC)=[O:4]>C(O)C>[C:3]([C:8]1[O:12][C:11]([C:13]2[CH:18]=[CH:17][CH:16]=[CH:15][CH:14]=2)=[N:10][C:9]=1[CH3:19])(=[O:4])[NH2:2] |f:0.1|. Procedure: 150 Ml. (2.5 mole) of concentrated ammonium hydroxide is added dropwise to a solution of 10 g. (0.0434 mole) of 5-carbethoxy-2-phenyl-4-methyloxazole in 150 ml. of 95% ethanol. The mixture is stirred three days at room temperature, then it is concentrated to 50 ml. by evaporating the ethanol and chilled. The precipitated product is filtered, washed, dried over sodium sulfate and recrystallized from methanol; yield 3.7 g. of the title compound; m.p. 187°-190°. The reactants are CC(C)(Cc1cccc(Br)c1)NC(=O)CCl, CC(=O)O, CCO, NC(N)=S. The product is CC(C)(N)Cc1cccc(Br)c1. Reaction SMILES: [Br:1][c:2]1[cH:3][c:4]([CH2:8][C:9]([CH3:10])([CH3:11])[NH:12][C:13](=[O:14])[CH2:15][Cl:16])[cH:5][cH:6][cH:7]1.[CH3:21][C:22](=[O:23])[OH:24].[CH3:25][CH2:26][OH:27].[NH2:17][C:18](=[S:19])[NH2:20]>>[Br:1][c:2]1[cH:3][c:4]([CH2:8][C:9]([CH3:10])([CH3:11])[NH2:12])[cH:5][cH:6][cH:7]1.